This data is from the Open Reaction Database (ORD), a public repository of structured organic reaction records. The task is: describe an organic reaction: reactants, conditions, products, and yield Starting materials: [N+](=O)([O-])C1=CC=C(C=C1)C(CCC(=O)OCC)C (ethyl 4-(4-nitrophenyl)pentanoate). Reagents/catalysts: [Pd] (palladium-on-charcoal). Solvent: C(C)O (ethanol). The product is NC1=CC=C(C=C1)C(CCC(=O)OCC)C (Ethyl 4-(4-aminophenyl)pentanoate). Yield: 84.7%. As a reaction SMILES: [N+:1]([C:4]1[CH:9]=[CH:8][C:7]([CH:10]([CH3:18])[CH2:11][CH2:12][C:13]([O:15][CH2:16][CH3:17])=[O:14])=[CH:6][CH:5]=1)([O-])=O>[Pd].C(O)C>[NH2:1][C:4]1[CH:5]=[CH:6][C:7]([CH:10]([CH3:18])[CH2:11][CH2:12][C:13]([O:15][CH2:16][CH3:17])=[O:14])=[CH:8][CH:9]=1. Procedure: A mixture of 114 g of ethyl 4-(4-nitrophenyl)pentanoate, 170 ml of absolute ethanol and 2 g of 10% palladium-on-charcoal, was hydrogenated (Paar shaker) until consumption of hydrogen ceased. The catalyst was filtered and the ethanol evaporated. The residue was partitioned between water and ether. The ether extract was washed with 5% sodium bicarbonate and water. The ether extract was dried over anhydrous sodium sulfate, filtered and evaporated to give an oil. The oil was distilled 0.55-0.60 mm t... Product: CC(C)(C)c1nc(C=Cc2cn(-c3ccccc3)nc2O)cs1, Cl. RXN SMILES: [C:1]([CH3:2])([CH3:3])([CH3:4])[c:5]1[s:6][cH:7][c:8]([CH:10]=[CH:11][c:12]2[c:13]([O:23][CH2:24][O:25][CH3:26])[n:14][n:15](-[c:17]3[cH:18][cH:19][cH:20][cH:21][cH:22]3)[cH:16]2)[n:9]1.[CH3:28][OH:29].[ClH:27]>>[C:1]([CH3:2])([CH3:3])([CH3:4])[c:5]1[s:6][cH:7][c:8]([CH:10]=[CH:11][c:12]2[c:13]([OH:23])[n:14][n:15](-[c:17]3[cH:18][cH:19][cH:20][cH:21][cH:22]3)[cH:16]2)[n:9]1.[ClH:27]. The reactants are COCOc1nn(-c2ccccc2)cc1C=Cc1csc(C(C)(C)C)n1, CO, Cl. Starting materials: ClCCl, Cl, COCCN(Cc1ccc(-c2cc3nccc(Oc4ccc(NC(=O)N5CCN(c6ccccc6)C5=O)cc4F)c3s2)nc1)C(=O)OC(C)(C)C. The product is COCCNCc1ccc(-c2cc3nccc(Oc4ccc(NC(=O)N5CCN(c6ccccc6)C5=O)cc4F)c3s2)nc1. As a reaction SMILES: [Cl:53][CH2:54][Cl:55].[ClH:1].[F:2][c:3]1[c:4]([O:5][c:6]2[c:7]3[c:8]([n:9][cH:10][cH:11]2)[cH:12][c:13](-[c:15]2[cH:16][cH:17][c:18]([CH2:21][N:22]([C:23](=[O:24])[O:25][C:26]([CH3:27])([CH3:28])[CH3:29])[CH2:30][CH2:31][O:32][CH3:33])[cH:19][n:20]2)[s:14]3)[cH:34][cH:35][c:36]([NH:38][C:39](=[O:40])[N:41]2[C:42](=[O:52])[N:43]([c:46]3[cH:47][cH:48][cH:49][cH:50][cH:51]3)[CH2:44][CH2:45]2)[cH:37]1>>[F:2][c:3]1[c:4]([O:5][c:6]2[c:7]3[c:8]([n:9][cH:10][cH:11]2)[cH:12][c:13](-[c:15]2[cH:16][cH:17][c:18]([CH2:21][NH:22][CH2:30][CH2:31][O:32][CH3:33])[cH:19][n:20]2)[s:14]3)[cH:34][cH:35][c:36]([NH:38][C:39](=[O:40])[N:41]2[C:42](=[O:52])[N:43]([c:46]3[cH:47][cH:48][cH:49][cH:50][cH:51]3)[CH2:44][CH2:45]2)[cH:37]1.